From a dataset of the Open Reaction Database (ORD), a public repository of structured organic reaction records. describe an organic reaction: reactants, conditions, products, and yield The reactants are ClC1=CC=C2C(=NN(C2=C1)C)C=1N=C2C(=NC1)N(C=C2C(=O)O)COCC[Si](C)(C)C (2-(6-chloro-1-methyl-1H-indazol-3-yl)-5-(2-trimethylsilanyl-ethoxymethyl)-5H-pyrrolo[2,3-b]pyrazine-7-carboxylic acid), N[C@@H](C(=O)N1CC(C1)(F)F)C ((R)-2-amino-1-(3,3-difluoro-azetidin-1-yl)-propan-1-one), C=1C=CC2=C(C1)N=NN2O (HOBT), C(CCl)Cl (EDC), C(C)(C)N(C(C)C)CC (N,N-diisopropylethylamine). Run in CN(C)C=O (DMF). Run at time 48 hour. Product: FC1(CN(C1)C([C@@H](C)NC(=O)C1=CN(C2=NC=C(N=C21)C2=NN(C1=CC(=CC=C21)Cl)C)COCC[Si](C)(C)C)=O)F (2-(6-chloro-1-methyl-1H-indazol-3-yl)-5-(2-trimethylsilanyl-ethoxymethyl)-5H-pyrrolo[2,3-b]pyrazine-7-carboxylic acid [(R)-2-(3,3-difluoro-azetidin-1-yl)-1-methyl-2-oxo-ethyl]-amide). The yield is 61.4%. As a reaction SMILES: [Cl:1][C:2]1[CH:10]=[C:9]2[C:5]([C:6]([C:12]3[N:13]=[C:14]4[C:20]([C:21]([OH:23])=O)=[CH:19][N:18]([CH2:24][O:25][CH2:26][CH2:27][Si:28]([CH3:31])([CH3:30])[CH3:29])[C:15]4=[N:16][CH:17]=3)=[N:7][N:8]2[CH3:11])=[CH:4][CH:3]=1.[NH2:32][C@H:33]([CH3:42])[C:34]([N:36]1[CH2:39][C:38]([F:41])([F:40])[CH2:37]1)=[O:35].C1C=CC2N(O)N=NC=2C=1.C(Cl)CCl.C(N(CC)C(C)C)(C)C>CN(C=O)C>[F:41][C:38]1([F:40])[CH2:39][N:36]([C:34](=[O:35])[C@H:33]([NH:32][C:21]([C:20]2[C:14]3[C:15](=[N:16][CH:17]=[C:12]([C:6]4[C:5]5[C:9](=[CH:10][C:2]([Cl:1])=[CH:3][CH:4]=5)[N:8]([CH3:11])[N:7]=4)[N:13]=3)[N:18]([CH2:24][O:25][CH2:26][CH2:27][Si:28]([CH3:30])([CH3:31])[CH3:29])[CH:19]=2)=[O:23])[CH3:42])[CH2:37]1. Procedure details: A round-bottomed flask was charged with 2-(6-chloro-1-methyl-1H-indazol-3-yl)-5-(2-trimethylsilanyl-ethoxymethyl)-5H-pyrrolo[2,3-b]pyrazine-7-carboxylic acid (110 mg, 0.24 mmol), (R)-2-amino-1-(3,3-difluoro-azetidin-1-yl)-propan-1-one (98 mg, 0.60 mmol), HOBT (41 mg, 0.27 mmol) and EDC (51 mg, 0.27 mmol). DMF (1.1 ml) was added followed by N,N-diisopropylethylamine (0.10 ml, 0.57 mmol). The reaction mixture was stirred at room temperature for 48 h then quenched with water and extracted with diet...